Dataset: the Open Reaction Database (ORD), a public repository of structured organic reaction records. Task: describe an organic reaction: reactants, conditions, products, and yield Reactants: ClC1=CC=C(C=C1)C1(CCN(CC1)CCC=C1CC2=C(OC3=NC=CC=C31)C=CC=C2OC(C)(C)C(=O)OCC)O (4-(4-Chlorophenyl)-1-[3-(5,11-dihydro-7-(1-ethoxycarbonyl-1-methylethyl)oxy[1]benzoxepino[2,3-b]pyridin-5-ylidene)propyl]piperidin-4-ol), [BH4-].[Na+] (sodium borohydride). The solvent is CO (methanol). Yields the product ClC1=CC=C(C=C1)C1(CCN(CC1)CCC=C1CC2=C(OC3=NC=CC=C31)C=CC=C2OC(CO)(C)C)O (4-(4-Chlorophenyl)-1-[3-(5,11-dihydro-7-(1,1-dimethyl-2-hydroxyethyl)oxy[1]benzoxepino[2,3-b]pyridin-5-ylidene)propyl]piperidin-4-ol). The yield is 94.9%. RXN SMILES: [Cl:1][C:2]1[CH:7]=[CH:6][C:5]([C:8]2([OH:41])[CH2:13][CH2:12][N:11]([CH2:14][CH2:15][CH:16]=[C:17]3[C:27]4[C:22](=[N:23][CH:24]=[CH:25][CH:26]=4)[O:21][C:20]4[CH:28]=[CH:29][CH:30]=[C:31]([O:32][C:33]([C:36](OCC)=[O:37])([CH3:35])[CH3:34])[C:19]=4[CH2:18]3)[CH2:10][CH2:9]2)=[CH:4][CH:3]=1.[BH4-].[Na+]>CO>[Cl:1][C:2]1[CH:7]=[CH:6][C:5]([C:8]2([OH:41])[CH2:9][CH2:10][N:11]([CH2:14][CH2:15][CH:16]=[C:17]3[C:27]4[C:22](=[N:23][CH:24]=[CH:25][CH:26]=4)[O:21][C:20]4[CH:28]=[CH:29][CH:30]=[C:31]([O:32][C:33]([CH3:34])([CH3:35])[CH2:36][OH:37])[C:19]=4[CH2:18]3)[CH2:12][CH2:13]2)=[CH:4][CH:3]=1 |f:1.2|. Procedure: To a solution of product of example 138 (500 mg) in methanol (5 ml) was added sodium borohydride (330 mg), and the mixture was heated to reflux for 1 hour. The mixture was distilled off under reduced pressure. Water and ethyl acetate were added to the residue, the organic layer was separated and washed with saturated aqueous sodium chloride, and dried with magnesium sulfate. The solvent was distilled off under reduced pressure, and the residue was purified by silica gel chromatography eluting wi... Reactants: example 1 ( b ), C1(CC1)COC1=C(C(=O)O)C=C(C=C1)S(=O)(=O)C (2-Cyclopropylmethoxy-5-methanesulfonyl-benzoic acid), FC(C(=O)O)(F)F.FC(C1=NN=C(S1)N1CCNCC1)(F)F (1-(5-trifluoromethyl-[1,3,4]thiadiazol-2-yl)-piperazine trifluoroacetate). Yields the product C1(CC1)COC1=C(C=C(C=C1)S(=O)(=O)C)C(=O)N1CCN(CC1)C=1SC(=NN1)C(F)(F)F ((2-Cyclopropylmethoxy-5-methanesulfonyl-phenyl)-[4-(5-trifluoromethyl-[1,3,4]thiadiazol-2-yl)-piperazin-1-yl]-methanone). As a reaction SMILES: [CH:1]1([CH2:4][O:5][C:6]2[CH:14]=[CH:13][C:12]([S:15]([CH3:18])(=[O:17])=[O:16])=[CH:11][C:7]=2[C:8]([OH:10])=O)[CH2:3][CH2:2]1.FC(F)(F)C(O)=O.[F:26][C:27]([F:40])([F:39])[C:28]1[S:32][C:31]([N:33]2[CH2:38][CH2:37][NH:36][CH2:35][CH2:34]2)=[N:30][N:29]=1>>[CH:1]1([CH2:4][O:5][C:6]2[CH:14]=[CH:13][C:12]([S:15]([CH3:18])(=[O:17])=[O:16])=[CH:11][C:7]=2[C:8]([N:36]2[CH2:35][CH2:34][N:33]([C:31]3[S:32][C:28]([C:27]([F:39])([F:26])[F:40])=[N:29][N:30]=3)[CH2:38][CH2:37]2)=[O:10])[CH2:2][CH2:3]1 |f:1.2|. Reported procedure: Prepared in analogy to example 1 (b) from 2-cyclopropylmethoxy-5-methanesulfonyl-benzoic acid (Example A5) and 1-(5-trifluoromethyl-[1,3,4]thiadiazol-2-yl)-piperazine trifluoroacetate (Example 62(b)). The crude material was purified by chromatography (SiO2, dichloromethane/methanol 98:2) to yield the title compound as a colorless solid. MS (m/e): 491.2 (M+H+, 100%). The reactants are C(C)(=O)OC1C(C=2C(C3=CC(=CC=C3C2C=C1)OC(C)=O)(C)C)=O (2,7-diacetoxy-9,9,-dimethylfluorenone), O.[OH-].[Li+] (lithium hydroxide monohydrate), Cl (hydrochloric acid). The solvent is C(CO)O (ethylene glycol). The product is OC1C(C=2C(C3=CC(=CC=C3C2C=C1)O)(C)C)=O (2,7-dihydroxy-9,9,-dimethylfluorenone). The yield is 74.6%. As a reaction SMILES: C([O:4][CH:5]1[CH:17]=[CH:16][C:15]2[C:14]3[C:9](=[CH:10][C:11]([O:18]C(=O)C)=[CH:12][CH:13]=3)[C:8]([CH3:23])([CH3:22])[C:7]=2[C:6]1=[O:24])(=O)C.O.[OH-].[Li+].Cl>C(O)CO>[OH:4][CH:5]1[CH:17]=[CH:16][C:15]2[C:14]3[C:9](=[CH:10][C:11]([OH:18])=[CH:12][CH:13]=3)[C:8]([CH3:22])([CH3:23])[C:7]=2[C:6]1=[O:24] |f:1.2.3|. Procedure details: Under a nitrogen atmosphere, 2,7-diacetoxy-9,9,-dimethylfluorenone (5.00 g) and lithium hydroxide monohydrate (2.00 g) were dissolved in ethylene glycol (50 mL), and the solution was refluxed under heating for 2 hours. The reaction solution was poured into hydrochloric acid, and after extracting with ethyl acetate, the organic layer was washed with water and dried over anhydrous magnesium sulfate. The solvent was distilled off under reduced pressure, and the resulting residue was recrystallized ... Starting materials: E2, FC(C=1C=C(OC2=CC=C(C=C2)CO)C=CC1)(F)F ((4-(3-(trifluoromethyl)phenoxy)phenyl)methanol), ClC1=NC(N2C(N(CCC2)C)=C1)=O (8-chloro-1-methyl-3,4-dihydro-1H-pyrimido[1,6-a]pyrimidin-6(2H)-one). Product: CN1C=2N(CCC1)C(N=C(C2)OCC2=CC=C(C=C2)OC2=CC(=CC=C2)C(F)(F)F)=O (1-methyl-8-((4-(3-(trifluoromethyl)phenoxy)benzyl)oxy)-3,4-dihydro-1H-pyrimido[1,6-a]pyrimidin-6(2H)-one). Reaction SMILES: [F:1][C:2]([F:19])([F:18])[C:3]1[CH:4]=[C:5]([CH:15]=[CH:16][CH:17]=1)[O:6][C:7]1[CH:12]=[CH:11][C:10]([CH2:13][OH:14])=[CH:9][CH:8]=1.Cl[C:21]1[CH:31]=[C:25]2[N:26]([CH3:30])[CH2:27][CH2:28][CH2:29][N:24]2[C:23](=[O:32])[N:22]=1>>[CH3:30][N:26]1[CH2:27][CH2:28][CH2:29][N:24]2[C:23](=[O:32])[N:22]=[C:21]([O:14][CH2:13][C:10]3[CH:9]=[CH:8][C:7]([O:6][C:5]4[CH:15]=[CH:16][CH:17]=[C:3]([C:2]([F:18])([F:19])[F:1])[CH:4]=4)=[CH:12][CH:11]=3)[CH:31]=[C:25]12. Procedure details: The title compound or its salt was prepared by a procedure similar to that described for E2 starting from (4-(3-(trifluoromethyl)phenoxy)phenyl)methanol and 8-chloro-1-methyl-3,4-dihydro-1H-pyrimido[1,6-a]pyrimidin-6(2H)-one.